This data is from the Open Reaction Database (ORD), a public repository of structured organic reaction records. The task is: describe an organic reaction: reactants, conditions, products, and yield Starting materials: C=O, C1CCC(NC2CCCCC2)CC1. Yields the product CN(C1CCCCC1)C1CCCCC1. As a reaction SMILES: [CH2:14]=[O:15].[CH:1]1([NH:7][CH:8]2[CH2:9][CH2:10][CH2:11][CH2:12][CH2:13]2)[CH2:2][CH2:3][CH2:4][CH2:5][CH2:6]1>>[CH:1]1([N:7]([CH:8]2[CH2:9][CH2:10][CH2:11][CH2:12][CH2:13]2)[CH3:14])[CH2:2][CH2:3][CH2:4][CH2:5][CH2:6]1. Reactants: COC1=CC(=CC=C1)C(C(C)[N+](=O)[O-])C1=CC=CC=C1 (1-methoxy-3-(1-phenyl-2-nitro-propyl)-benzene), C(=O)[O-].[NH4+] (ammonium formate), 3A. Reagents/catalysts: [Pd] (Pd/C). Solvent: CO (methanol). Product: COC=1C=C(C=CC1)C(CN)C1=CC=CC=C1 (2-(3-Methoxy-phenyl)-2-phenyl-ethylamine). Isolated yield 78.3%. RXN SMILES: [CH3:1][O:2][C:3]1[CH:8]=[CH:7][CH:6]=[C:5]([CH:9]([C:15]2[CH:20]=[CH:19][CH:18]=[CH:17][CH:16]=2)[CH:10]([N+:12]([O-])=O)C)[CH:4]=1.C([O-])=O.[NH4+]>[Pd].CO>[CH3:1][O:2][C:3]1[CH:4]=[C:5]([CH:9]([C:15]2[CH:20]=[CH:19][CH:18]=[CH:17][CH:16]=2)[CH2:10][NH2:12])[CH:6]=[CH:7][CH:8]=1 |f:1.2|. Procedure details: A mixture of 1-methoxy-3-(1-phenyl-2-nitro-propyl)-benzene (7.8 g, 30.33 mmoles), obtained as described in example 41, ammonium formate (9.56 g, 151.6 mmoles), methanol (80 ml), 10% Pd/C (1.8 g) and 3A molecular sieves (15 g) was kept under reflux for 2 hours, then filtered over celite by washing with methanol and brought to dryness. The residue was taken up with ethyl ether and extracted with 10% HCl. The aqueous phase was basified with K2CO3 and re-extracted with ethyl ether. The organic phase... Product: C1(=CC=CC=C1)COC(C1=CC(=CC(=C1)OCCCCCCOC1=CC=C(C=C1)OCC1=CC=CC=C1)OCCCCCCCCCCCCCCCCCC)=O (3-(octadecyloxy)-5-[[6-[4-(phenylmethoxy)phenoxy]hexyl]oxy]benzoic acid phenylmethyl ester). Reactants: C(C)(=O)OCC.CCCCCC (ethyl acetate hexane), 0.60, C1(=CC=CC=C1)COC(C1=CC(=CC(=C1)OCCCCCCCCCCCCCCCCCC)O)=O (3-hydroxy-5-(octadecyloxy) benzoic acid phenylmethyl ester), 6-[(4-phenylmethoxy)phenoxy]hexyl bromide, C([O-])([O-])=O.[K+].[K+] (potassium carbonate). Solvent: CC(=O)C (acetone), CN(C)C=O (DMF). Reaction SMILES: [C:1]1([CH2:7][O:8][C:9](=[O:36])[C:10]2[CH:15]=[C:14]([O:16][CH2:17][CH2:18][CH2:19][CH2:20][CH2:21][CH2:22][CH2:23][CH2:24][CH2:25][CH2:26][CH2:27][CH2:28][CH2:29][CH2:30][CH2:31][CH2:32][CH2:33][CH3:34])[CH:13]=[C:12]([OH:35])[CH:11]=2)[CH:6]=[CH:5][CH:4]=[CH:3][CH:2]=1.[C:37](=[O:40])([O-])[O-].[K+].[K+].[C:43]([O:46][CH2:47][CH3:48])(=O)[CH3:44].[CH3:49][CH2:50][CH2:51][CH2:52][CH2:53][CH3:54]>CC(C)=O.CN(C=O)C>[C:1]1([CH2:7][O:8][C:9](=[O:36])[C:10]2[CH:11]=[C:12]([O:35][CH2:9][CH2:10][CH2:11][CH2:12][CH2:48][CH2:47][O:46][C:43]3[CH:44]=[CH:3][C:2]([O:40][CH2:37][C:51]4[CH:50]=[CH:49][CH:54]=[CH:53][CH:52]=4)=[CH:1][CH:6]=3)[CH:13]=[C:14]([O:16][CH2:17][CH2:18][CH2:19][CH2:20][CH2:21][CH2:22][CH2:23][CH2:24][CH2:25][CH2:26][CH2:27][CH2:28][CH2:29][CH2:30][CH2:31][CH2:32][CH2:33][CH3:34])[CH:15]=2)[CH:6]=[CH:5][CH:4]=[CH:3][CH:2]=1 |f:1.2.3,4.5|. Procedure details: A mixture of 0.60 (1.2 mmol) of 3-hydroxy-5-(octadecyloxy) benzoic acid phenylmethyl ester, 0.46 g (1.27 mmol) of 6-[(4-phenylmethoxy)phenoxy]hexyl bromide and 0.3 g (2.17 mmol) of potassium carbonate in 20 ml of acetone and 1 ml of DMF was stirred at reflux for 21 hours. The usual workup followed by chromatography on 40 g of silica gel (230-400 mesh) using 5% ethyl acetate-hexane gave 0.7 g (74% yield, mp 60°-62°) of 3-(octadecyloxy)-5-[[6-[4-(phenylmethoxy)phenoxy]hexyl]oxy]benzoic acid phenyl... The yield is 74.0%. Product: BrC=1C=CC2=C(C(N(CO2)C2=CC=CC=C2)=O)C1C (6-bromo-5-methyl-3-phenyl-2H-benzo[e][1,3]oxazin-4(3H)-one). Procedure details: A mixture of 3-bromo-6-hydroxy-2-methyl-N-phenylbenzamide (Intermediate 16-1, 40 mg, 0.131 mmol) and paraformaldehyde (11.77 mg, 0.392 mmol) in TFA (1 mL) was heated at 100° C. for 4 h. The TFA was removed under vacuum, and the residue was diluted with EtOAc (80 mL), washed with NaHCO3 (aq) (10 mL), water (10 mL) and brine (10 mL), and dried and concentrated. The residue was purified by column chromatography (eluting with a gradient from 95:5 to 70:30 hexane-EtOAc) to give 6-bromo-5-methyl-3-phe... The solvent is C(=O)(C(F)(F)F)O (TFA). Yield: 60.0%. Conditions: temperature 100 celsius. RXN SMILES: [Br:1][C:2]1[C:3]([CH3:18])=[C:4]([C:14]([OH:17])=[CH:15][CH:16]=1)[C:5]([NH:7][C:8]1[CH:13]=[CH:12][CH:11]=[CH:10][CH:9]=1)=[O:6].[CH2:19]=O>C(O)(C(F)(F)F)=O>[Br:1][C:2]1[CH:16]=[CH:15][C:14]2[O:17][CH2:19][N:7]([C:8]3[CH:13]=[CH:12][CH:11]=[CH:10][CH:9]=3)[C:5](=[O:6])[C:4]=2[C:3]=1[CH3:18]. The reactants are BrC=1C(=C(C(=O)NC2=CC=CC=C2)C(=CC1)O)C (3-bromo-6-hydroxy-2-methyl-N-phenylbenzamide), BrC=1C(=C(C(=O)NC2=CC=CC=C2)C(=CC1)O)C (3-bromo-6-hydroxy-2-methyl-N-phenylbenzamide), C=O (paraformaldehyde). Starting materials: CCO, CCn1c(C2CCCCC2)cc2cc([N+](=O)[O-])ccc21. Yields the product CCn1c(C2CCCCC2)cc2cc(N)ccc21. Reaction SMILES: [CH3:21][CH2:22][OH:23].[CH:1]1([c:7]2[n:8]([CH2:19][CH3:20])[c:9]3[cH:10][cH:11][c:12]([N+:16]([O-:17])=[O:18])[cH:13][c:14]3[cH:15]2)[CH2:2][CH2:3][CH2:4][CH2:5][CH2:6]1>>[CH:1]1([c:7]2[n:8]([CH2:19][CH3:20])[c:9]3[cH:10][cH:11][c:12]([NH2:16])[cH:13][c:14]3[cH:15]2)[CH2:2][CH2:3][CH2:4][CH2:5][CH2:6]1. Starting materials: Br, CC(=O)O, COc1ccccc1N1CCN(CCCCNc2cc(Cl)nnc2OC)CC1, [K+], [OH-], O. The product is COc1ccccc1N1CCN(CCCCNc2cc(Cl)n[nH]c2=O)CC1. RXN SMILES: [BrH:29].[CH3:33][C:34](=[O:35])[OH:36].[Cl:1][c:2]1[cH:3][c:4]([NH:10][CH2:11][CH2:12][CH2:13][CH2:14][N:15]2[CH2:16][CH2:17][N:18]([c:21]3[c:22]([O:27][CH3:28])[cH:23][cH:24][cH:25][cH:26]3)[CH2:19][CH2:20]2)[c:5]([O:8][CH3:9])[n:6][n:7]1.[K+:32].[OH-:31].[OH2:30]>>[Cl:1][c:2]1[cH:3][c:4]([NH:10][CH2:11][CH2:12][CH2:13][CH2:14][N:15]2[CH2:16][CH2:17][N:18]([c:21]3[c:22]([O:27][CH3:28])[cH:23][cH:24][cH:25][cH:26]3)[CH2:19][CH2:20]2)[c:5](=[O:8])[nH:6][n:7]1. Reactants: [H-].[Na+] (Sodium hydride), N1C=NC=C1 (imidazole), C(\C=C(/C)\CCC=C(C)C)OCCCCBr (geranyloxybutyl bromide), N1C=NC=C1 (Imidazole). Product: C(\C=C(/C)\CCC=C(C)C)OCCCCN1C=NC=C1 (N-(geranyloxybutyl)imidazole). The yield is 90.6%. RXN SMILES: [H-].[Na+].[CH2:3]([O:13][CH2:14][CH2:15][CH2:16][CH2:17]Br)/[CH:4]=[C:5](/[CH2:7][CH2:8][CH:9]=[C:10]([CH3:12])[CH3:11])\[CH3:6].[NH:19]1[CH:23]=[CH:22][N:21]=[CH:20]1>>[CH2:3]([O:13][CH2:14][CH2:15][CH2:16][CH2:17][N:19]1[CH:23]=[CH:22][N:21]=[CH:20]1)/[CH:4]=[C:5](/[CH2:7][CH2:8][CH:9]=[C:10]([CH3:12])[CH3:11])\[CH3:6] |f:0.1|. Reported procedure: Sodium hydride (1.1 g 60% dispersion in oil, 0.66 g, 27.5 mmol) was weighed out in a 100 mL round bottom flask. The sodium hydride was washed with hexane (3×5 mL) to remove the mineral oils. DMF (anhydrous, 20 mL) was added, followed by geranyloxybutyl bromide (1.51 g, 5.47 mmol). The reaction mixture was stirred at room temperature under N2 for a couple of minutes. Imidazole (1.84 g, 103 mmol, 27.1 equiv) was added slowly in small portions while cooling in an ice bath. The addition of imidazole... Starting materials: FC1=CC=C(NC2=C(C(=O)OC(C)(C)C)C=CC(=C2)\C=C\C2=CC(=CC=C2)NS(=O)(=O)C)C=C1 (tert-butyl 2-(4-fluoroanilino)-4-((E)-2-(3-(methanesulfonamido)phenyl)vinyl)benzoate). The reagents and catalysts are [C].[Pd] (palladium-carbon). The solvent is C(C)(=O)O (acetic acid). Run at time 30 minute. The product is FC1=CC=C(NC2=C(C(=O)O)C=CC(=C2)CCC2=CC(=CC=C2)NS(=O)(=O)C)C=C1 (2-(4-fluoroanilino)-4-(2-(3-(methanesulfonamido)phenyl)ethyl)benzoic acid). Reaction SMILES: [F:1][C:2]1[CH:34]=[CH:33][C:5]([NH:6][C:7]2[CH:19]=[C:18](/[CH:20]=[CH:21]/[C:22]3[CH:27]=[CH:26][CH:25]=[C:24]([NH:28][S:29]([CH3:32])(=[O:31])=[O:30])[CH:23]=3)[CH:17]=[CH:16][C:8]=2[C:9]([O:11]C(C)(C)C)=[O:10])=[CH:4][CH:3]=1>[C].[Pd].C(O)(=O)C>[F:1][C:2]1[CH:3]=[CH:4][C:5]([NH:6][C:7]2[CH:19]=[C:18]([CH2:20][CH2:21][C:22]3[CH:27]=[CH:26][CH:25]=[C:24]([NH:28][S:29]([CH3:32])(=[O:31])=[O:30])[CH:23]=3)[CH:17]=[CH:16][C:8]=2[C:9]([OH:11])=[O:10])=[CH:33][CH:34]=1 |f:1.2|. Procedure details: Acetic acid 2.0 mL,dioxane 2.0 mL and 10% palladium-carbon 37 mg were added to the obtained tert-butyl 2-(4-fluoroanilino)-4-((E)-2-(3-(methanesulfonamido)phenyl)vinyl)benzoate sequentially, and it was stirred under hydrogen atmosphere at room temperature for 5 hours and 30 minutes. The solvent was removed under reduced pressure after insoluble matter was filtrated. Trifluoroacetic acid 10 mL was added to the obtained residue, and it was stirred at room temperature for 2 hours. The solvent was r...